This data is from the Open Reaction Database (ORD), a public repository of structured organic reaction records. The task is: describe an organic reaction: reactants, conditions, products, and yield Reagents/catalysts: [Pd] (palladium). As a reaction SMILES: [N+:1]([C:4]1[CH:5]=[C:6]([CH:19]=[CH:20][C:21]=1Cl)[C:7]([C:9]1[CH:14]=[CH:13][C:12](Cl)=[C:11]([N+:16]([O-])=O)[CH:10]=1)=[O:8])([O-])=O.[H][H].[OH-].[Na+]>[Pd].O1CCOCC1>[NH2:1][C:4]1[CH:5]=[C:6]([CH:19]=[CH:20][CH:21]=1)[C:7]([C:9]1[CH:14]=[CH:13][CH:12]=[C:11]([NH2:16])[CH:10]=1)=[O:8] |f:2.3|. The solvent is O1CCOCC1 (dioxane). Procedure: To a closed glass vessel equipped with a thermometer and a stirrer, there are added 102 g (0.3 moles) of 3,3'-dinitro-4,4'-dichloro benzophenone, 5 g of 5% palladium/active carbon catalyst (available from Nihon Engelhardt Co.) and 300 ml of dioxane. While the mixture is being stirred at 70°-80° C., hydrogen is introduced in the vessel so that 41.5 l (1.85 moles) of hydrogen is absorbed into the mixture over 8 hours. After addition of 80 g (0.8 moles) of 40% aqueous sodium hydroxide, hydrogen is ... The product is NC=1C=C(C(=O)C2=CC(=CC=C2)N)C=CC1 (3,3'-diamino benzophenone). The reactants are [H][H] (hydrogen), [H][H] (hydrogen), [OH-].[Na+] (sodium hydroxide), [H][H] (hydrogen), [N+](=O)([O-])C=1C=C(C(=O)C2=CC(=C(C=C2)Cl)[N+](=O)[O-])C=CC1Cl (3,3'-dinitro-4,4'-dichloro benzophenone). Starting materials: FC1=C(C=C(C=C1)F)[N+](=O)[O-] (1,4-difluoro-2-nitrobenzene), C(C)N1NC(=CC1=O)C=1C=C(C#N)C=CC1 (3-(1-ethyl-5-oxo-2,5-dihydro-1H-pyrazol-3-yl)benzonitrile), C([O-])([O-])=O.[K+].[K+] (potassium carbonate). The solvent is CS(=O)C (DMSO), O (water). Reaction conditions: temperature 80 celsius, time 20 minute. The product is C(C)N1N=C(C=C1OC1=C(C=C(C=C1)F)[N+](=O)[O-])C=1C=C(C#N)C=CC1 (3-[1-ethyl-5-(4-fluoro-2-nitrophenoxy)-1H-pyrazol-3-yl]benzonitrile). As a reaction SMILES: F[C:2]1[CH:7]=[CH:6][C:5]([F:8])=[CH:4][C:3]=1[N+:9]([O-:11])=[O:10].[CH2:12]([N:14]1[C:18](=[O:19])[CH:17]=[C:16]([C:20]2[CH:21]=[C:22]([CH:25]=[CH:26][CH:27]=2)[C:23]#[N:24])[NH:15]1)[CH3:13].C(=O)([O-])[O-].[K+].[K+]>CS(C)=O.O>[CH2:12]([N:14]1[C:18]([O:19][C:2]2[CH:7]=[CH:6][C:5]([F:8])=[CH:4][C:3]=2[N+:9]([O-:11])=[O:10])=[CH:17][C:16]([C:20]2[CH:21]=[C:22]([CH:25]=[CH:26][CH:27]=2)[C:23]#[N:24])=[N:15]1)[CH3:13] |f:2.3.4|. Reported procedure: 1,4-difluoro-2-nitrobenzene (2.06 g, 9.85 mmol, 3 equiv) was added to a stirring mixture of 3-(1-ethyl-5-oxo-2,5-dihydro-1H-pyrazol-3-yl)benzonitrile (0.70 g, 3.28 mmol, 1 equiv) and potassium carbonate (1.36 g, 9.85 mmol, 3 equiv) in DMSO (6.57 mL). The reaction mixture was stirred at 80° C. for 20 minutes then cooled to 22° C. and diluted with water. The mixture was extracted with ethyl acetate, and then the organic layer was washed sequentially with water (two times) and saturated aqueous sod... Reactants: ClC=1C=C2C(=NC1)NC=C2C2=NC=C(C(=N2)NC[C@H]2CNCCC2)F ((R)-2-(5-chloro-1H-pyrrolo[2,3-b]pyridin-3-yl)-5-fluoro-N-(piperidin-3-ylmethyl)pyrimidin-4-amine), 12a, C(C)(C)(C)N=C=O (tert-butyl isocyanate). The solvent is N1=CC=CC=C1.C(Cl)Cl (pyridine CH2Cl2). Conditions: temperature 40 celsius, time 12 hour. Yields the product C(C)(C)(C)NC(=O)N1C[C@@H](CCC1)CNC1=NC(=NC=C1F)C1=CNC2=NC=C(C=C21)Cl ((S)—N-tert-butyl-3-((2-(5-chloro-1H-pyrrolo[2,3-b]pyridin-3-yl)-5-fluoropyrimidin-4-ylamino)methyl)piperidine-1-carboxamide). As a reaction SMILES: [Cl:1][C:2]1[CH:3]=[C:4]2[C:10]([C:11]3[N:16]=[C:15]([NH:17][CH2:18][C@@H:19]4[CH2:24][CH2:23][CH2:22][NH:21][CH2:20]4)[C:14]([F:25])=[CH:13][N:12]=3)=[CH:9][NH:8][C:5]2=[N:6][CH:7]=1.[C:26]([N:30]=[C:31]=[O:32])([CH3:29])([CH3:28])[CH3:27]>N1C=CC=CC=1.C(Cl)Cl>[C:26]([NH:30][C:31]([N:21]1[CH2:22][CH2:23][CH2:24][C@@H:19]([CH2:18][NH:17][C:15]2[C:14]([F:25])=[CH:13][N:12]=[C:11]([C:10]3[C:4]4[C:5](=[N:6][CH:7]=[C:2]([Cl:1])[CH:3]=4)[NH:8][CH:9]=3)[N:16]=2)[CH2:20]1)=[O:32])([CH3:29])([CH3:28])[CH3:27] |f:2.3|. Procedure details: To a solution of (R)-2-(5-chloro-1H-pyrrolo[2,3-b]pyridin-3-yl)-5-fluoro-N-(piperidin-3-ylmethyl)pyrimidin-4-amine, 12a, (0.013 g, 0.036 mmol) in mixture of pyridine/CH2Cl2 (1 mL of 1:1 mixture was added tert-butyl isocyanate (0.005 mL, 0.046 mmol). The reaction mixture was stirred at 40° C. for 12 h. The solvent was concentrated under reduced pressure and the resulting residue was purified by preparatory HPLC (0.1% TFA-H2O/acetonitrile) to afford the desired product, 20.